Task: describe an organic reaction: reactants, conditions, products, and yield. Dataset: the Open Reaction Database (ORD), a public repository of structured organic reaction records Reaction SMILES: [C:11]([CH2:12][CH3:13])(=[O:14])[Cl:15].[Cl-:16].[NH2:1][c:2]1[cH:3][cH:4][cH:5][cH:6][c:7]1[C:8]([OH:9])=[O:10].[O:18]=[CH:19][N:20]([CH3:21])[CH3:22].[O:24]=[CH:25][N:26]([CH3:27])[CH3:28].[OH2:17].[OH2:23]>>[NH:1]([c:2]1[cH:3][cH:4][cH:5][cH:6][c:7]1[C:8]([OH:9])=[O:10])[C:11]([CH2:12][CH3:13])=[O:14]. Starting materials: CCC(=O)Cl, [Cl-], Nc1ccccc1C(=O)O, CN(C)C=O, CN(C)C=O, O, O. Yields the product CCC(=O)Nc1ccccc1C(=O)O. The reactants are C=O, O=CO, OC1(c2cc(F)cc(F)c2)CCNC1, O=C(O)C(=O)O. Yields the product CN1CCC(O)(c2cc(F)cc(F)c2)C1. As a reaction SMILES: [CH2:15]=[O:16].[CH:23]([OH:24])=[O:25].[F:1][c:2]1[cH:3][c:4]([C:9]2([OH:14])[CH2:10][NH:11][CH2:12][CH2:13]2)[cH:5][c:6]([F:8])[cH:7]1.[OH:17][C:18]([C:19](=[O:20])[OH:21])=[O:22]>>[F:1][c:2]1[cH:3][c:4]([C:9]2([OH:14])[CH2:10][N:11]([CH3:18])[CH2:12][CH2:13]2)[cH:5][c:6]([F:8])[cH:7]1. RXN SMILES: C(N1C=C(B2OC(C)(C)C(C)(C)O2)C=N1)C(C)C.Br[C:20]1[S:24][C:23]([C:25]([NH:27][CH2:28][C:29]2[CH:34]=[CH:33][N:32]3[CH:35]=[CH:36][N:37]=[C:31]3[CH:30]=2)=[O:26])=[CH:22][CH:21]=1.Br[C:39]1[CH:45]=[CH:44][C:42](N)=[CH:41][CH:40]=1>>[N:37]1[CH:36]=[CH:35][N:32]2[CH:33]=[CH:34][C:29]([CH2:28][NH:27][C:25]([C:23]3[S:24][C:20]([C:39]4[CH:45]=[CH:44][CH:42]=[CH:41][CH:40]=4)=[CH:21][CH:22]=3)=[O:26])=[CH:30][C:31]=12. Product: N=1C=CN2C1C=C(C=C2)CNC(=O)C=2SC(=CC2)C2=CC=CC=C2 (N-(imidazo[1,2-a]pyridin-7-ylmethyl)-5-phenylthiophene-2-carboxamide). Procedure details: The title compound was prepared as described in Example 51A, substituting 4,4,5,5-tetramethyl-2-phenyl-1,3,2-dioxaborolane for 1-isobutyl-4-(4,4,5,5-tetramethyl-1,3,2-dioxaborolan-2-yl)-1H-pyrazole and 5-bromo-N-(imidazo[1,2-a]pyridin-7-ylmethyl)thiophene-2-carboxamide for 4-bromoaniline. 1H NMR (300 MHz, DMSO-d6) δ ppm 9.14 (t, J=6.0 Hz, 1H), 8.50 (dd, J=7.1, 0.7 Hz, 1H), 7.91-7.88 (m, 1H), 7.84 (d, J=3.9 Hz, 1H), 7.72 (dt, J=8.3, 2.4 Hz, 2H), 7.57 (d, J=3.9 Hz, 1H), 7.53 (d, J=1.2 Hz, 1H), 7.4... Reactants: C(C(C)C)N1N=CC(=C1)B1OC(C(O1)(C)C)(C)C (1-isobutyl-4-(4,4,5,5-tetramethyl-1,3,2-dioxaborolan-2-yl)-1H-pyrazole), BrC1=CC=C(S1)C(=O)NCC1=CC=2N(C=C1)C=CN2 (5-bromo-N-(imidazo[1,2-a]pyridin-7-ylmethyl)thiophene-2-carboxamide), BrC1=CC=C(N)C=C1 (4-bromoaniline).